This data is from the Open Reaction Database (ORD), a public repository of structured organic reaction records. The task is: describe an organic reaction: reactants, conditions, products, and yield Reactants: NC1=CC(=CC=C1O)C (2-amino-p-cresol), C(C1=CC=CC=C1)=O (benzaldehyde). The solvent is CO (methanol). The product is C(C1=CC=CC=C1)=NC1=C(C=CC(=C1)C)O (2-Benzylideneamino-4-methylphenol). Yield: 63.9%. As a reaction SMILES: [NH2:1][C:2]1[C:7]([OH:8])=[CH:6][CH:5]=[C:4]([CH3:9])[CH:3]=1.[CH:10](=O)[C:11]1[CH:16]=[CH:15][CH:14]=[CH:13][CH:12]=1>CO>[CH:10](=[N:1][C:2]1[CH:3]=[C:4]([CH3:9])[CH:5]=[CH:6][C:7]=1[OH:8])[C:11]1[CH:16]=[CH:15][CH:14]=[CH:13][CH:12]=1. Reported procedure: A solution of 2-amino-p-cresol (1.23 g, 10 mmol) and benzaldehyde (1.06 g, 10 mmol) in methanol (10 ml) was heated at reflux for 2 hrs then cooled in an ice bath. The product was filtered off, washed with a little cold methanol and dried to yield 1.35 g of 2-benzylideneamino-4-methylphenol 54. Reactants: [Cl-].COC[P+](C1=CC=CC=C1)(C1=CC=CC=C1)C1=CC=CC=C1 (methoxymethyltriphenylphosphonium chloride), CC(C)([O-])C.[K+] (potassium-t-butoxide), [Cl-].COC[P+](C1=CC=CC=C1)(C1=CC=CC=C1)C1=CC=CC=C1 (MTP), C1CCOC1 (THF), C1CCOC1 (THF), FC=1C=C(C=C(C1F)F)C1CCC(CC1)=O (4-(3,4,5-trifluorophenyl)cyclohexanone). Reaction SMILES: [Cl-].COC[P+](C1C=CC=CC=1)(C1C=CC=CC=1)C1C=CC=CC=1.[CH2:24]1[CH2:28][O:27][CH2:26][CH2:25]1.CC(C)([O-])C.[K+].[F:35][C:36]1[CH:37]=[C:38]([CH:44]2CCC(=O)[CH2:46][CH2:45]2)[CH:39]=[C:40]([F:43])[C:41]=1[F:42]>O>[F:35][C:36]1[CH:37]=[C:38]([CH:44]2[CH2:26][CH2:25][CH:24]([CH:28]=[O:27])[CH2:46][CH2:45]2)[CH:39]=[C:40]([F:43])[C:41]=1[F:42] |f:0.1,3.4|. Conditions: time 1 hour. The yield is 66.7%. The product is FC=1C=C(C=C(C1F)F)C1CCC(CC1)C=O (4-(3,4,5-trifluorophenyl) cyclohexanecarboaldehyde). The solvent is O (Water). Procedure: To dried methoxymethyltriphenylphosphonium chloride (abbreviated as MTP, hereinafter) 25 g (72.9 mmol), THF 300 ml was added, and potassium-t-butoxide 8.2 g (73.1 mmol) was added. The mixture was stirred for about one hour. To the reactant, a THF solution (150 ml) of the above 4-(3,4,5-trifluorophenyl)cyclohexanone 14.8 g (64.9 mmol) was added dropwise, and the mixture was stirred for 2 hours. Water 300 ml was added to the reactant, the product was extracted with toluene. The extract was washed ...